This data is from the Open Reaction Database (ORD), a public repository of structured organic reaction records. The task is: describe an organic reaction: reactants, conditions, products, and yield The reactants are ClC1=NC(=NC(=C1C=O)Cl)C (4,6-dichloro-2-methylpyrimidine-5-carbaldehyde), NN (hydrazine). Conditions: time 15 minute. Yields the product ClC1=C2C(=NC(=N1)C)NN=C2 (4-chloro-6-methyl-1H-pyrazolo[3,4-d]pyrimidine). Yield: 5.9%. Reaction SMILES: [Cl:1][C:2]1[C:7]([CH:8]=O)=[C:6](Cl)[N:5]=[C:4]([CH3:11])[N:3]=1.[NH2:12][NH2:13]>>[Cl:1][C:2]1[N:3]=[C:4]([CH3:11])[N:5]=[C:6]2[NH:12][N:13]=[CH:8][C:7]=12. Reported procedure: The resulting solution of 4,6-dichloro-2-methylpyrimidine-5-carbaldehyde was treated dropwise with a solution of anhydrous hydrazine (1101 μL, 35071 μmol) at −78° C. The mixture was stirred for 15 min, and then the cooling bath was removed and the mixture stirred at RT for 1 h. The mixture was concentrated and partitioned between water (110 mL) and EtOAc (110 mL). The organic layer was washed with saturated aqueous NaHCO3 (100 mL), separated, dried (MgSO4), treated with activated charcoal and fi...